This data is from the Open Reaction Database (ORD), a public repository of structured organic reaction records. The task is: describe an organic reaction: reactants, conditions, products, and yield The reactants are CC(C)C(NC(=O)OC(C)(C)C)C(=O)O, CCN=C=NCCCN(C)C, CN(C)C=O, Clc1ccccc1N1CCNCC1, ClCCl, Cl, On1nnc2ccccc21. Product: CC(C)C(NC(=O)OC(C)(C)C)C(=O)N1CCN(c2ccccc2Cl)CC1. Reaction SMILES: [C:1]([CH3:2])([CH3:3])([CH3:4])[O:5][C:6](=[O:7])[NH:8][CH:9]([CH:10]([CH3:11])[CH3:12])[C:13](=[O:14])[OH:15].[CH2:30]([N:31]=[C:32]=[N:33][CH2:34][CH2:35][CH2:36][N:37]([CH3:38])[CH3:39])[CH3:40].[CH3:51][N:52]([CH3:53])[CH:54]=[O:55].[Cl:16][c:17]1[c:18]([N:23]2[CH2:24][CH2:25][NH:26][CH2:27][CH2:28]2)[cH:19][cH:20][cH:21][cH:22]1.[Cl:56][CH2:57][Cl:58].[ClH:29].[OH:41][n:42]1[c:43]2[cH:44][cH:45][cH:46][cH:47][c:48]2[n:49][n:50]1>>[C:1]([CH3:2])([CH3:3])([CH3:4])[O:5][C:6](=[O:7])[NH:8][CH:9]([CH:10]([CH3:11])[CH3:12])[C:13](=[O:15])[N:26]1[CH2:25][CH2:24][N:23]([c:18]2[c:17]([Cl:16])[cH:22][cH:21][cH:20][cH:19]2)[CH2:28][CH2:27]1. Starting materials: CCN(CC)C=1C=CC=CC1 (Diethylaniline), amine, C1(=CC=C(C=C1)S(=O)(=O)Cl)C (p-Toluenesulfonyl chloride). Solvent: C1CCOC1 (THF). Yields the product CC1=CC=C(C=C1)S(=O)(=O)N (4-methylphenyl sulfonamide). Yield: 333.7%. Reaction SMILES: CC[N:3](C1C=CC=CC=1)CC.[C:12]1([CH3:22])[CH:17]=[CH:16][C:15]([S:18](Cl)(=[O:20])=[O:19])=[CH:14][CH:13]=1>C1COCC1>[CH3:22][C:12]1[CH:17]=[CH:16][C:15]([S:18]([NH2:3])(=[O:20])=[O:19])=[CH:14][CH:13]=1. Procedure details: Diethylaniline (0.33 μL, 2.1 μmol, 1.1 equiv) was added in one portion to a stirred solution of the amine (1.0 mg, 1.9 μmol, 1 equiv) in THF (0.1 mL) at 0° C. under an argon atmosphere and the solution was stirred for 5 nin. p-Toluenesulfonyl chloride (0.73 mg, 3.8 mol, 2.0 equiv) was then added in one portion to the above solution at 0° C. The reaction mixture was stirred at 0° C. for 1 hr and then quenched with a 1:1 mixture of saturated aqueous sodium hydrogen carbonate solution and water (4 ... The reactants are C(C)(=S)O (thioacetic acid), ClC=1C=C(CO)C=CC1 (3-chlorobenzyl alcohol), C1(=CC=CC=C1)P(C1=CC=CC=C1)C1=CC=CC=C1 (triphenylphosphine), CCOC(=O)/N=N/C(=O)OCC (diethylazodicarboxylate). Run in C1CCOC1 (THF). Run at time 10 minute. Product: C(C)(=S)OCC1=CC(=CC=C1)Cl (3-chlorobenzyl thioacetate). As a reaction SMILES: [Cl:1][C:2]1[CH:3]=[C:4]([CH:7]=[CH:8][CH:9]=1)[CH2:5][OH:6].C1(P(C2C=CC=CC=2)C2C=CC=CC=2)C=CC=CC=1.CCOC(/N=N/C(OCC)=O)=O.[C:41](O)(=[S:43])[CH3:42]>C1COCC1>[C:41]([O:6][CH2:5][C:4]1[CH:7]=[CH:8][CH:9]=[C:2]([Cl:1])[CH:3]=1)(=[S:43])[CH3:42]. Reported procedure: To a solution of 1 mmol 3-chlorobenzyl alcohol and 1 mmol triphenylphosphine in 5 mL THF at 0° C., 1 mmol diethylazodicarboxylate is added. After stirring for 10 minutes, 1 mmol thioacetic acid is added. The reaction is stirred for 3 hours, concentrated and purified by flash chromatography. RXN SMILES: [CH3:24][C:25](=[O:26])[CH3:27].[Cl-:21].[NH4+:22].[OH-:23].[S:17]([Cl:18])([Cl:19])=[O:20].[c:1]1([S:7][c:8]2[c:9]([C:10](=[O:11])[OH:12])[cH:13][cH:14][cH:15][cH:16]2)[cH:2][cH:3][cH:4][cH:5][cH:6]1>>[c:1]1([S:7][c:8]2[c:9]([C:10](=[O:11])[NH2:22])[cH:13][cH:14][cH:15][cH:16]2)[cH:2][cH:3][cH:4][cH:5][cH:6]1. The product is NC(=O)c1ccccc1Sc1ccccc1. Reactants: CC(C)=O, [Cl-], [NH4+], [OH-], O=S(Cl)Cl, O=C(O)c1ccccc1Sc1ccccc1. As a reaction SMILES: [CH3:22][O:23][c:24]1[cH:25][c:26]2[c:31]([cH:32][c:33]1[O:34][CH3:35])[CH2:30][NH:29][CH2:28][CH2:27]2.[CH:36]([OH:37])([CH3:38])[CH3:39].[ClH:21].[O:1]1[CH:2]([CH2:3][N:4]2[CH2:5][CH2:6][CH:7]([c:10]3[n:11][o:12][c:13]4[c:14]3[cH:15][cH:16][c:17]([F:19])[cH:18]4)[CH2:8][CH2:9]2)[CH2:20]1>>[OH:1][CH:2]([CH2:3][N:4]1[CH2:5][CH2:6][CH:7]([c:10]2[n:11][o:12][c:13]3[c:14]2[cH:15][cH:16][c:17]([F:19])[cH:18]3)[CH2:8][CH2:9]1)[CH2:20][N:29]1[CH2:28][CH2:27][c:26]2[cH:25][c:24]([O:23][CH3:22])[c:33]([O:34][CH3:35])[cH:32][c:31]2[CH2:30]1. Reactants: COc1cc2c(cc1OC)CNCC2, CC(C)O, Cl, Fc1ccc2c(C3CCN(CC4CO4)CC3)noc2c1. Yields the product COc1cc2c(cc1OC)CN(CC(O)CN1CCC(c3noc4cc(F)ccc34)CC1)CC2. Reactants: Cl.NCC1=C(C(=CC(=C1)Cl)S(=O)(=O)C)O (2-aminomethyl-4-chloro-6methylsulfonylphenol hydrochloride), C1N2CN3CN1CN(C2)C3 (urotropine), FC(C(=O)O)(F)F (trifluoroacetic acid). Yields the product C(=O)C1=C(C(=CC(=C1)Cl)S(=O)(=O)C)O (2-formyl-4-chloro-6-methylsulfonylphenol). RXN SMILES: Cl.N[CH2:3][C:4]1[CH:9]=[C:8]([Cl:10])[CH:7]=[C:6]([S:11]([CH3:14])(=[O:13])=[O:12])[C:5]=1[OH:15].C1N2CN3CN(C2)CN1C3.FC(F)(F)C(O)=[O:29]>>[CH:3]([C:4]1[CH:9]=[C:8]([Cl:10])[CH:7]=[C:6]([S:11]([CH3:14])(=[O:13])=[O:12])[C:5]=1[OH:15])=[O:29] |f:0.1|. Procedure: 2.4 g (0.009 mol) of 2-aminomethyl-4-chloro-6methylsulfonylphenol hydrochloride are reacted with 1.6 g of urotropine in 18 ml of trifluoroacetic acid to give 2-formyl-4-chloro-6-methylsulfonylphenol in analogy to Example 1. The reactants are BrC1=CC=C(C(C(=O)O)=C1)O (5-bromosalicylic acid), C1(=CC=CC=C1)OB(O)O (phenylboric acid), C([O-])([O-])=O.[K+].[K+] (potassium carbonate), C(C)OC(C)=O.Cl (hydrochloric acidethyl acetate). Run in O (water). Reaction conditions: time 40 minute. The product is C1(=CC=CC=C1)C1=CC=C(C(C(=O)O)=C1)O (5-phenylsalicylic acid). Yield: 89.2%. Reaction SMILES: Br[C:2]1[CH:10]=[C:6]([C:7]([OH:9])=[O:8])[C:5]([OH:11])=[CH:4][CH:3]=1.[C:12]1(OB(O)O)[CH:17]=[CH:16][CH:15]=[CH:14][CH:13]=1.C(=O)([O-])[O-].[K+].[K+].C(OC(=O)C)C.Cl>O>[C:12]1([C:2]2[CH:10]=[C:6]([C:7]([OH:9])=[O:8])[C:5]([OH:11])=[CH:4][CH:3]=2)[CH:17]=[CH:16][CH:15]=[CH:14][CH:13]=1 |f:2.3.4,5.6|. Procedure details: In 400 ml of water, 21.7 g of 5-bromosalicylic acid, 13.41 g of phenylboric acid and 15.28 g of potassium carbonate were dissolved. The solution was stirred at room temperature for 40 minutes. After the completion of the reaction was confirmed with TLC, the reaction liquid was poured into a mixed medium of diluted hydrochloric acidethyl acetate. The mixture was extracted, and the organic phase was collected and washed with saturated sodium chloride aqueous solution. After dried with magnesium su... Reactants: COC([C@H](CC1=C(C=C(C=C1)OCC=1N=C(OC1C)C1=C(C=CC=C1)F)CC)OCC)=O ((S)-2-ethoxy-3-{2-ethyl-4-[2-(2-fluoro-phenyl)-5-methyl-oxazol-4-ylmethoxy]-phenyl}-propionic acid methyl ester), [Li+].[OH-] (LiOH). Product: C(C)O[C@H](C(=O)O)CC1=C(C=C(C=C1)OCC=1N=C(OC1C)C1=C(C=CC=C1)F)CC ((S)-2-ethoxy-3-{2-ethyl-4-[2-(2-fluoro-phenyl)-5-methyl-oxazol-4-ylmethoxy]-phenyl}-propionic acid). Reaction SMILES: C[O:2][C:3](=[O:32])[C@@H:4]([O:29][CH2:30][CH3:31])[CH2:5][C:6]1[CH:11]=[CH:10][C:9]([O:12][CH2:13][C:14]2[N:15]=[C:16]([C:20]3[CH:25]=[CH:24][CH:23]=[CH:22][C:21]=3[F:26])[O:17][C:18]=2[CH3:19])=[CH:8][C:7]=1[CH2:27][CH3:28].[Li+].[OH-]>>[CH2:30]([O:29][C@@H:4]([CH2:5][C:6]1[CH:11]=[CH:10][C:9]([O:12][CH2:13][C:14]2[N:15]=[C:16]([C:20]3[CH:25]=[CH:24][CH:23]=[CH:22][C:21]=3[F:26])[O:17][C:18]=2[CH3:19])=[CH:8][C:7]=1[CH2:27][CH3:28])[C:3]([OH:32])=[O:2])[CH3:31] |f:1.2|. Procedure details: In analogy to the procedure described in example 1 g], (S)-2-ethoxy-3-{2-ethyl-4-[2-(2-fluoro-phenyl)-5-methyl-oxazol-4-ylmethoxy]-phenyl}-propionic acid methyl ester was treated with LiOH to obtain (S)-2-ethoxy-3-{2-ethyl-4-[2-(2-fluoro-phenyl)-5-methyl-oxazol-4-ylmethoxy]-phenyl}-propionic acid as colorless liquid.